describe an organic reaction: reactants, conditions, products, and yield From a dataset of the Open Reaction Database (ORD), a public repository of structured organic reaction records. The reactants are C#CC(C1=CC=CC=C1)O (1-phenylpropargyl alcohol), C(C)NCC (diethylamine), C=O (formalin), cupric sulfate. Solvent: O1CCOCC1 (dioxane), O (water), O1CCOCC1 (dioxane), O (water). Product: C1(=CC=CC=C1)C(C#CCN(CC)CC)O (N-(4-phenyl-4-hydroxy-2-butynyl)-N,N-diethylamine). As a reaction SMILES: [CH:1]#[C:2][CH:3]([OH:10])[C:4]1[CH:9]=[CH:8][CH:7]=[CH:6][CH:5]=1.[CH2:11]([NH:13][CH2:14][CH3:15])[CH3:12].[CH2:16]=O>O1CCOCC1.O>[C:4]1([CH:3]([OH:10])[C:2]#[C:1][CH2:16][N:13]([CH2:14][CH3:15])[CH2:11][CH3:12])[CH:9]=[CH:8][CH:7]=[CH:6][CH:5]=1. Reported procedure: To a solution of 1-phenylpropargyl alcohol (119.12 g) in dioxane (650 ml), a solution of diethylamine (99.2 g) in water (300 ml), a solution of 37% formalin (148.9 g) in dioxane (200 ml) and a solution of cupric sulfate (pentahydrate) (8.11 g) in water (180 ml) were added with stirring at room temperature. The resulting mixture was stirred at about 70° C. for 2 hours and then filtered off, and the filtrate was evaporated under reduced pressure. The residual oily material was dissolved in benzene... Starting materials: FC(C=1C=C(C=CC1)CC(CC(C)=O)=O)(F)F (1-(3-trifluoromethylphenyl)-2,4-pentanedione), COC(N(C)C)OC (N,N-dimethylformamide dimethyl acetal), CN (methylamine). Yields the product C(C)(=O)C1=CN(C=C(C1=O)C1=CC(=CC=C1)C(F)(F)F)C (3-Acetyl-1-methyl-5-(3-trifluoromethylphenyl)-4(1H)-pyridinone). Reaction SMILES: [F:1][C:2]([F:17])([F:16])[C:3]1[CH:4]=[C:5]([CH2:9][C:10](=[O:15])[CH2:11][C:12](=[O:14])[CH3:13])[CH:6]=[CH:7][CH:8]=1.CO[CH:20](OC)[N:21]([CH3:23])[CH3:22].CN>>[C:12]([C:11]1[C:10](=[O:15])[C:9]([C:5]2[CH:6]=[CH:7][CH:8]=[C:3]([C:2]([F:16])([F:17])[F:1])[CH:4]=2)=[CH:22][N:21]([CH3:23])[CH:20]=1)(=[O:14])[CH3:13]. Procedure details: Ten g. of 1-(3-trifluoromethylphenyl)-2,4-pentanedione was reacted with 40 ml. of N,N-dimethylformamide dimethyl acetal, and then with 10 ml. of 40% aqueous methylamine, as described in the examples above. The reaction mixture was evaporated under vacuum, and the residue was taken up in 1.5 liters of dichloromethane. The solution was washed with 1 liter of water, and the organic layer was dried with magnesium sulfate, treated with activated charcoal, filtered and evaporated under vacuum. The res... Starting materials: [C@@H]1([C@@H](O)[C@H](O)[C@H](O)[C@@H](O1)C)OCCNC(CN(CC(NCCO[C@H]1[C@@H](O)[C@H](O)[C@H](O)[C@@H](O1)C)=O)CC(=O)NCCCCCC(=O)OC1=C(C(=C(C(=C1F)F)F)F)F)=O (pentafluorophenyl 6-[({bis[2-({2-[(α-L-fucopyranosyl)oxy]ethyl}amino)-2-oxoethyl]amino}acetyl)amino]hexanoate), Cl.NC[C@H](NC(=O)OCC1C2=CC=CC=C2C=2C=CC=CC12)C(=O)O (3-amino-N-[(9H-fluoren-9-ylmethoxy)carbonyl]-L-alanine hydrochloride), CCN(C(C)C)C(C)C (DIPEA). Run in CN(C)C=O (DMF). Reaction conditions: temperature 0 celsius, time 2 hour. Yields the product Solvent B, O=C(CN(CC(=O)NCCO[C@H]1[C@@H](O)[C@H](O)[C@H](O)[C@@H](O1)C)CC(=O)NCCCCCC(=O)NC[C@H](NC(=O)OCC1C2=CC=CC=C2C=2C=CC=CC12)C(=O)O)NCCO[C@H]1[C@@H](O)[C@H](O)[C@H](O)[C@@H](O1)C (3-({6-[({bis[2-oxo-2-({2-[(α-L-fucopyranosyl)oxy]ethyl}amino)ethyl]amino}acetyl)amino]hexanoyl}amino)-N-[(9H-fluoren-9-ylmethoxy)carbonyl]-L-alanine). Isolated yield 0.0%. Reaction SMILES: [C@@H:1]1([O:11][CH2:12][CH2:13][NH:14][C:15](=[O:58])[CH2:16][N:17]([CH2:35][C:36]([NH:38][CH2:39][CH2:40][CH2:41][CH2:42][CH2:43][C:44](OC2C(F)=C(F)C(F)=C(F)C=2F)=[O:45])=[O:37])[CH2:18][C:19](=[O:34])[NH:20][CH2:21][CH2:22][O:23][C@@H:24]2[O:32][C@@H:31]([CH3:33])[C@@H:29]([OH:30])[C@@H:27]([OH:28])[C@@H:25]2[OH:26])[O:9][C@@H:8]([CH3:10])[C@@H:6]([OH:7])[C@@H:4]([OH:5])[C@@H:2]1[OH:3].Cl.[NH2:60][CH2:61][C@@H:62]([C:81]([OH:83])=[O:82])[NH:63][C:64]([O:66][CH2:67][CH:68]1[C:80]2[CH:79]=[CH:78][CH:77]=[CH:76][C:75]=2[C:74]2[C:69]1=[CH:70][CH:71]=[CH:72][CH:73]=2)=[O:65].CCN(C(C)C)C(C)C>CN(C=O)C>[O:58]=[C:15]([NH:14][CH2:13][CH2:12][O:11][C@@H:1]1[O:9][C@@H:8]([CH3:10])[C@@H:6]([OH:7])[C@@H:4]([OH:5])[C@@H:2]1[OH:3])[CH2:16][N:17]([CH2:35][C:36]([NH:38][CH2:39][CH2:40][CH2:41][CH2:42][CH2:43][C:44]([NH:60][CH2:61][C@@H:62]([C:81]([OH:83])=[O:82])[NH:63][C:64]([O:66][CH2:67][CH:68]1[C:69]2[CH:70]=[CH:71][CH:72]=[CH:73][C:74]=2[C:75]2[C:80]1=[CH:79][CH:78]=[CH:77][CH:76]=2)=[O:65])=[O:45])=[O:37])[CH2:18][C:19]([NH:20][CH2:21][CH2:22][O:23][C@@H:24]1[O:32][C@@H:31]([CH3:33])[C@@H:29]([OH:30])[C@@H:27]([OH:28])[C@@H:25]1[OH:26])=[O:34] |f:1.2|. Reported procedure: To a stirred solution of pentafluorophenyl 6-[({bis[2-({2-[(α-L-fucopyranosyl)oxy]ethyl}amino)-2-oxoethyl]amino}acetyl)amino]hexanoate (270 mg, 0.318 mmol) in DMF at 0° C. was added 3-amino-N-[(9H-fluoren-9-ylmethoxy)carbonyl]-L-alanine hydrochloride (303 mg, 0.306 mmol) and, 5 min later, DIPEA (111 μL, 0.636 mmol). After stirring at 0° C. for 2 hr, the reaction mixture was concentrated and the residue was purified by flash chromatography on silica gel (22 g), eluting first with 100 mL of EtOAc ... The reactants are Cl.FC1=C(C=C(C(=C1)S(=O)(=O)C)F)N[C@@H]1C(N(CCC1)C1CCNCC1)=O ((S)-3-(2,5-difluoro-4-(methylsulfonyl)phenylamino)-1,4′-bipiperidin-2-one hydrochloride), ClC1=CC=C(C=N1)C(C)=O (1-(6-chloropyridin-3-yl)ethanone), CCN(C(C)C)C(C)C (DIEA). Solvent: CN(C)C=O (DMF). Conditions: temperature 100 celsius. Yields the product C(C)(=O)C=1C=CC(=NC1)N1CCC(CC1)N1C([C@H](CCC1)NC1=C(C=C(C(=C1)F)S(=O)(=O)C)F)=O ((S)-1′-(5-acetylpyridin-2-yl)-3-(2,5-difluoro-4-(methylsulfonyl)phenylamino)-1,4′-bipiperidin-2-one). The yield is 68.5%. As a reaction SMILES: Cl.[F:2][C:3]1[CH:8]=[C:7]([S:9]([CH3:12])(=[O:11])=[O:10])[C:6]([F:13])=[CH:5][C:4]=1[NH:14][C@H:15]1[CH2:20][CH2:19][CH2:18][N:17]([CH:21]2[CH2:26][CH2:25][NH:24][CH2:23][CH2:22]2)[C:16]1=[O:27].Cl[C:29]1[N:34]=[CH:33][C:32]([C:35](=[O:37])[CH3:36])=[CH:31][CH:30]=1.CCN(C(C)C)C(C)C>CN(C=O)C>[C:35]([C:32]1[CH:31]=[CH:30][C:29]([N:24]2[CH2:23][CH2:22][CH:21]([N:17]3[CH2:18][CH2:19][CH2:20][C@H:15]([NH:14][C:4]4[CH:5]=[C:6]([F:13])[C:7]([S:9]([CH3:12])(=[O:11])=[O:10])=[CH:8][C:3]=4[F:2])[C:16]3=[O:27])[CH2:26][CH2:25]2)=[N:34][CH:33]=1)(=[O:37])[CH3:36] |f:0.1|. Procedure: (S)-3-(2,5-difluoro-4-(methylsulfonyl)phenylamino)-1,4′-bipiperidin-2-one hydrochloride (Example 45, Steps A-E; 0.4 g, 0.944 mmol), 1-(6-chloropyridin-3-yl)ethanone (0.220 g, 1.42 mmol) and DIEA (0.523 mL, 2.83 mmol) were dissolved in DMF (5 mL) and heated at 100° C. overnight. The reaction was concentrated and purified over silica gel (50-100% EtOAc in hexanes) to afford (S)-1′-(5-acetylpyridin-2-yl)-3-(2,5-difluoro-4-(methylsulfonyl)phenylamino)-1,4′-bipiperidin-2-one (0.328 g, 0.647 mmol, 68....